From a dataset of the Open Reaction Database (ORD), a public repository of structured organic reaction records. describe an organic reaction: reactants, conditions, products, and yield Starting materials: Cc1ccccc1, COCCOc1ccc([N+](=O)[O-])cc1N, N, CCOS(=O)(=O)OCC. The product is CCNc1cc([N+](=O)[O-])ccc1OCCOC. Reaction SMILES: [CH3:26][c:27]1[cH:28][cH:29][cH:30][cH:31][cH:32]1.[NH2:10][c:11]1[c:12]([O:20][CH2:21][CH2:22][O:23][CH3:24])[cH:13][cH:14][c:15]([N+:17](=[O:18])[O-:19])[cH:16]1.[NH3:25].[S:1]([O:2][CH2:3][CH3:4])([O:7][CH2:5][CH3:6])(=[O:8])=[O:9]>>[CH2:5]([CH3:6])[NH:10][c:11]1[c:12]([O:20][CH2:21][CH2:22][O:23][CH3:24])[cH:13][cH:14][c:15]([N+:17](=[O:18])[O-:19])[cH:16]1.